This data is from the Open Reaction Database (ORD), a public repository of structured organic reaction records. The task is: describe an organic reaction: reactants, conditions, products, and yield The reactants are [Br-], O=C([O-])[O-], CO, COC(=O)COc1ccc(C=O)c([N+](=O)[O-])c1OC, [K+], [K+], O, c1ccc([P+](Cc2n[nH]c3ccccc23)(c2ccccc2)c2ccccc2)cc1. Product: COC(=O)COc1ccc(C=Cc2n[nH]c3ccccc23)c([N+](=O)[O-])c1OC. As a reaction SMILES: [Br-:20].[C:50](=[O:51])([O-:52])[O-:53].[CH3:57][OH:58].[CH:1](=[O:2])[c:3]1[c:4]([N+:17](=[O:18])[O-:19])[c:5]([O:15][CH3:16])[c:6]([O:7][CH2:8][C:9](=[O:10])[O:11][CH3:12])[cH:13][cH:14]1.[K+:54].[K+:55].[OH2:56].[nH:21]1[n:22][c:23]([CH2:30][P+:31]([c:32]2[cH:33][cH:34][cH:35][cH:36][cH:37]2)([c:38]2[cH:39][cH:40][cH:41][cH:42][cH:43]2)[c:44]2[cH:45][cH:46][cH:47][cH:48][cH:49]2)[c:24]2[cH:25][cH:26][cH:27][cH:28][c:29]12>>[CH:1]([c:3]1[c:4]([N+:17](=[O:18])[O-:19])[c:5]([O:15][CH3:16])[c:6]([O:7][CH2:8][C:9](=[O:10])[O:11][CH3:12])[cH:13][cH:14]1)=[CH:30][c:23]1[n:22][nH:21][c:29]2[c:24]1[cH:25][cH:26][cH:27][cH:28]2. The reactants are COc1ccc(COCCCO)cc1, CS(C)=O, Oc1nc2ncnn2c(C2CCCCCC2)c1-c1c(F)cc(F)cc1F, [H-], [Na+]. Product: COc1ccc(COCCCOc2cc(F)c(-c3c(O)nc4ncnn4c3C3CCCCCC3)c(F)c2)cc1. RXN SMILES: [CH3:27][O:28][c:29]1[cH:30][cH:31][c:32]([CH2:33][O:34][CH2:35][CH2:36][CH2:37][OH:38])[cH:39][cH:40]1.[CH3:43][S:44]([CH3:45])=[O:46].[CH:1]1([c:8]2[c:9](-[c:18]3[c:19]([F:26])[cH:20][c:21]([F:25])[cH:22][c:23]3[F:24])[c:10]([OH:17])[n:11][c:12]3[n:13]2[n:14][cH:15][n:16]3)[CH2:2][CH2:3][CH2:4][CH2:5][CH2:6][CH2:7]1.[H-:41].[Na+:42]>>[CH:1]1([c:8]2[c:9](-[c:18]3[c:19]([F:26])[cH:20][c:21]([O:38][CH2:37][CH2:36][CH2:35][O:34][CH2:33][c:32]4[cH:31][cH:30][c:29]([O:28][CH3:27])[cH:40][cH:39]4)[cH:22][c:23]3[F:24])[c:10]([OH:17])[n:11][c:12]3[n:13]2[n:14][cH:15][n:16]3)[CH2:2][CH2:3][CH2:4][CH2:5][CH2:6][CH2:7]1. Starting materials: CCOC(CCl)OCC, COc1ccc(OC)c(CCO)c1, Cl, O. Product: COc1ccc(OC)c2c1CCOC2CCl. As a reaction SMILES: [CH2:14]([O:15][CH:17]([O:16][CH2:20][CH3:21])[CH2:18][Cl:19])[CH3:22].[CH3:1][O:2][c:3]1[c:4]([CH2:5][CH2:6][OH:7])[cH:8][c:9]([O:12][CH3:13])[cH:10][cH:11]1.[ClH:23].[OH2:24]>>[CH3:1][O:2][c:3]1[c:4]2[c:8]([c:9]([O:12][CH3:13])[cH:10][cH:11]1)[CH:17]([CH2:18][Cl:19])[O:7][CH2:6][CH2:5]2. Product: N1=CC(=CC=C1)CC1=C(C=CC=C1)C (3-Pyridyl Tolylmethane). The reactants are N1=CC(=CC=C1)CO (3-pyridyl carbinol), C1(=CC=CC=C1)C (toluene). Reaction SMILES: [N:1]1[CH:6]=[CH:5][CH:4]=[C:3]([CH2:7]O)[CH:2]=1.[C:9]1([CH3:15])[CH:14]=[CH:13][CH:12]=[CH:11][CH:10]=1>[Cl-].[Al+3].[Cl-].[Cl-].[N+](C1C=CC=CC=1)([O-])=O>[N:1]1[CH:6]=[CH:5][CH:4]=[C:3]([CH2:7][C:10]2[CH:11]=[CH:12][CH:13]=[CH:14][C:9]=2[CH3:15])[CH:2]=1 |f:2.3.4.5|. Run in [Cl-].[Al+3].[Cl-].[Cl-] (aluminum chloride), [N+](=O)([O-])C1=CC=CC=C1 (nitrobenzene). Procedure details: A quantity of 1.2 g 3-pyridyl carbinol in 15 ml 1.8 M aluminum chloride in nitrobenzene was reacted with 10 ml of toluene during 3 days at 80° C. The reaction mixture was poured on HCl/ice and extracted with toluene. The organic phase was washed with water, dried and the solvent was evaporated. The desired product was obtained as viscous oil, containg 8.5% nitrogen. The reactants are COC=1C=C(C=CC1OC(F)F)C1=NNC(SC1CC)=O (5-(3-methoxy-4-difluoromethoxyphenyl)-6-ethyl-3,6-dihydro-1,3,4-thiadiazin-2-one), ClCCCN1CCOCC1 (1-chloro-3-morpholinopropane). Product: N1(CCCC1)CCCN1C(SC(C(=N1)C1=CC(=C(C=C1)OCF)OC)CC)=O (3-pyrrolidinopropyl-5-(3-methoxy-4-fluoromethoxyphenyl)-6-ethyl-3,6-dihydro-1,3,4-thiadiazin-2-one). As a reaction SMILES: [CH3:1][O:2][C:3]1[CH:4]=[C:5]([C:13]2[CH:18]([CH2:19][CH3:20])[S:17][C:16](=[O:21])[NH:15][N:14]=2)[CH:6]=[CH:7][C:8]=1[O:9][CH:10]([F:12])F.Cl[CH2:23][CH2:24][CH2:25][N:26]1[CH2:31][CH2:30]O[CH2:28][CH2:27]1>>[N:26]1([CH2:25][CH2:24][CH2:23][N:15]2[N:14]=[C:13]([C:5]3[CH:6]=[CH:7][C:8]([O:9][CH2:10][F:12])=[C:3]([O:2][CH3:1])[CH:4]=3)[CH:18]([CH2:19][CH3:20])[S:17][C:16]2=[O:21])[CH2:31][CH2:30][CH2:28][CH2:27]1. Procedure: of 5-(3-methoxy-4-difluoromethoxyphenyl)-6-ethyl-3,6-dihydro-1,3,4-thiadiazin-2-one with 1-chloro-3-morpholinopropane: The reactants are O=Cc1cc(Br)n(S(=O)(=O)c2ccccc2)c1, [BH3-]C#N, C[NH3+], CO, [Cl-], [Na+]. The product is CNCc1cc(Br)n(S(=O)(=O)c2ccccc2)c1. Reaction SMILES: [Br:1][c:2]1[cH:3][c:4]([CH:16]=[O:17])[cH:5][n:6]1[S:7](=[O:8])(=[O:9])[c:10]1[cH:11][cH:12][cH:13][cH:14][cH:15]1.[C:21](#[N:22])[BH3-:23].[CH3:19][NH3+:20].[CH3:25][OH:26].[Cl-:18].[Na+:24]>>[Br:1][c:2]1[cH:3][c:4]([CH2:16][NH:22][CH3:21])[cH:5][n:6]1[S:7](=[O:8])(=[O:9])[c:10]1[cH:11][cH:12][cH:13][cH:14][cH:15]1. The reactants are FC(C(=O)O)(F)F.NCCC1=CC(=C(C#N)C=C1)C (4-(2-Amino-ethyl)-2-methyl-benzonitrile trifluoro acetate), C([O-])([O-])=O.[K+].[K+] (potassium carbonate), BrCCCOC (1-bromo-3-methoxypropane). Run in C(C)#N (acetonitrile), C(C)#N (acetonitrile). Run at temperature 120 celsius, time 1 hour. Product: COCCCNCCC1=CC(=C(C#N)C=C1)C (4-[2-(3-Methoxy-propylamino)-ethyl]-2-methyl-benzonitrile). Yield: 63.3%. RXN SMILES: FC(F)(F)C(O)=O.[NH2:8][CH2:9][CH2:10][C:11]1[CH:18]=[CH:17][C:14]([C:15]#[N:16])=[C:13]([CH3:19])[CH:12]=1.C(=O)([O-])[O-].[K+].[K+].Br[CH2:27][CH2:28][CH2:29][O:30][CH3:31]>C(#N)C>[CH3:31][O:30][CH2:29][CH2:28][CH2:27][NH:8][CH2:9][CH2:10][C:11]1[CH:18]=[CH:17][C:14]([C:15]#[N:16])=[C:13]([CH3:19])[CH:12]=1 |f:0.1,2.3.4|. Procedure details: A mixture of 500 mg 4-(2-Amino-ethyl)-2-methyl-benzonitrile trifluoro acetate and 756 mg potassium carbonate were stirred in 10 ml acetonitrile at 80° C. for fifteen minutes. Then 279 mg 1-bromo-3-methoxypropane, dissolved in 5 ml acetonitrile, were added dropwise at 80° C. The reaction mixture was stirred under micro wave irradiation at 120° C. for one hour. The cooled reaction mixture was filtered through a pad of celite to remove the salt. Then the solvent was removed in vacuo. The residue wa... Reported procedure: This compound was prepared from 5,6-dichloro-2-(4-oxopentyloxy)nicotinonitrile and 6-fluorobenzo[c][1,2]oxaborole-1,5(3H)-diol in a similar manner to that of D230. 1H-NMR (400 MHz, DMSO-d6) δ (ppm) 1.63-1.67 (m, 2H), 2.02 (s, 3H), 2.3 (t, J=5.25 Hz, 2H), 3.94 (t, J=4.95 Hz, 2H), 5.0 (s, 2H), 7.51 (d, J=4.8 Hz, 1H), 7.63 (d, J=9.0 Hz, 1H), 8.62 (s, 1H), 9.4 (s, 1H). Reactants: ClC=1C(=NC(=C(C#N)C1)OCCCC(C)=O)Cl (5,6-dichloro-2-(4-oxopentyloxy)nicotinonitrile), FC=1C(=CC2=C(B(OC2)O)C1)O (6-fluorobenzo[c][1,2]oxaborole-1,5(3H)-diol). Yields the product ClC=1C(=NC(=C(C#N)C1)OCCCC(C)=O)OC1=CC2=C(B(OC2)O)C=C1F (5-Chloro-6-(6-fluoro-1-hydroxy-1,3-dihydrobenzo[c][1,2]oxaborol-5-yloxy)-2-(4-oxopentyloxy)nicotinonitrile). As a reaction SMILES: [Cl:1][C:2]1[C:3](Cl)=[N:4][C:5]([O:10][CH2:11][CH2:12][CH2:13][C:14](=[O:16])[CH3:15])=[C:6]([CH:9]=1)[C:7]#[N:8].[F:18][C:19]1[C:20]([OH:29])=[CH:21][C:22]2[CH2:26][O:25][B:24]([OH:27])[C:23]=2[CH:28]=1>>[Cl:1][C:2]1[C:3]([O:29][C:20]2[C:19]([F:18])=[CH:28][C:23]3[B:24]([OH:27])[O:25][CH2:26][C:22]=3[CH:21]=2)=[N:4][C:5]([O:10][CH2:11][CH2:12][CH2:13][C:14](=[O:16])[CH3:15])=[C:6]([CH:9]=1)[C:7]#[N:8]. Reactants: C(C1=CC=CC=C1)N(C=1C=C(C=CC1C)N)C (N3-benzyl-N3,4-dimethyl-benzene-1,3-diamine), OC1=NC(=NC=C1)SC (4-hydroxy-2-methylthio-pyrimidine). The solvent is CO (MeOH). Run at temperature 160 celsius. The product is C(C1=CC=CC=C1)N(C=1C=C(C=CC1C)NC1=NC=CC(=N1)O)C (N3-benzyl-N1-(4-hydroxy-pyrimidin-2-yl)-N3,4-dimethyl-benzene-1,3-diamine). Isolated yield 29.2%. Reaction SMILES: [CH2:1]([N:8]([CH3:17])[C:9]1[CH:10]=[C:11]([NH2:16])[CH:12]=[CH:13][C:14]=1[CH3:15])[C:2]1[CH:7]=[CH:6][CH:5]=[CH:4][CH:3]=1.[OH:18][C:19]1[CH:24]=[CH:23][N:22]=[C:21](SC)[N:20]=1>CO>[CH2:1]([N:8]([CH3:17])[C:9]1[CH:10]=[C:11]([NH:16][C:21]2[N:20]=[C:19]([OH:18])[CH:24]=[CH:23][N:22]=2)[CH:12]=[CH:13][C:14]=1[CH3:15])[C:2]1[CH:7]=[CH:6][CH:5]=[CH:4][CH:3]=1. Procedure: An intimate mixture of N3-benzyl-N3,4-dimethyl-benzene-1,3-diamine (158 mg, 0.7 mmol) and 4-hydroxy-2-methylthio-pyrimidine (109 mg, 0.77 mmol) is heated in an oil bath of 160° C. After 3 h the melt is cooled to room temperature and treated with MeOH. The remaining solid is collected by filtration, washed with MeOH, and dried, giving 65.5 mg (29%) of N3-benzyl-N1-(4-hydroxy-pyrimidin-2-yl)-N3,4-dimethyl-benzene-1,3-diamine. The reactants are COC(N(C)C)OC (N,N-dimethylformamide dimethyl acetal), C(C1=CC=CC=C1)N1C[C@@H]2[C@](C1)(C1=C2C=CC=C1)C(=O)N (cis-2-Benzyl-2,3,3a,7b-tetrahydro-1H-benzo[3,4]cyclobuta[1,2-c]pyrrole-3a-carboxamide), CO (methanol), Cl (hydrogen chloride). Solvent: C(C)O (ethanol). Conditions: time 8 hour. The product is C(C1=CC=CC=C1)N1C[C@@H]2[C@](C1)(C1=C2C=CC=C1)C(=O)OC (cis-2-Benzyl-3a-methoxycarbonyl-2,3,3a,7b-tetrahydro-1H-benzo[3,4]-cyclobuta[1,2-c]pyrrole). Reaction SMILES: [CH2:1]([N:8]1[CH2:12][C@:11]2(C(N)=O)[C:13]3[CH:18]=[CH:17][CH:16]=[CH:15][C:14]=3[C@@H:10]2[CH2:9]1)[C:2]1[CH:7]=[CH:6][CH:5]=[CH:4][CH:3]=1.[CH3:22][O:23]C(OC)N(C)C.Cl.[CH3:31][OH:32]>C(O)C>[CH2:1]([N:8]1[CH2:12][C@:11]2([C:31]([O:23][CH3:22])=[O:32])[C:13]3[CH:18]=[CH:17][CH:16]=[CH:15][C:14]=3[C@@H:10]2[CH2:9]1)[C:2]1[CH:3]=[CH:4][CH:5]=[CH:6][CH:7]=1. Procedure: 8.10 g of the product obtained in Step B are dissolved in 90 ml of methanol. 11.6 ml of N,N-dimethylformamide dimethyl acetal are added and the mixture is left overnight, with stirring. A solution of hydrogen chloride in ethanol is then added, and evaporation to dryness is carried out. The residue is taken up in water and washed with ethyl acetate. The aqueous phase is rendered basic with sodium carbonate and then extracted with methylene chloride. After drying and evaporating, 8.1 g of expected...